From a dataset of the Open Reaction Database (ORD), a public repository of structured organic reaction records. describe an organic reaction: reactants, conditions, products, and yield Starting materials: COC1=CC=C(C=C1)N1CCN(CC1)CCC1=CC=CC=C1 (1-(4-methoxyphenyl)-4-phenethylpiperazine), FC1=C(C=C(C(=C1)OC)F)N1CCN(CC1)C(CCC1=CC=CC=C1)=O (4-(2,5-difluoro-4-methoxyphenyl)-1-(3-phenylpropanoyl)piperazine). Yields the product FC1=C(C=C(C(=C1)O)F)N1CCN(CC1)C(CCC1=CC=CC=C1)=O (4-(2,5-difluoro-4-hydroxyphenyl)-1-(3-phenylpropanoyl)piperazine). The yield is 74.7%. As a reaction SMILES: COC1C=CC(N2CCN(CCC3C=CC=CC=3)CC2)=CC=1.[F:23][C:24]1[CH:29]=[C:28]([O:30]C)[C:27]([F:32])=[CH:26][C:25]=1[N:33]1[CH2:38][CH2:37][N:36]([C:39](=[O:48])[CH2:40][CH2:41][C:42]2[CH:47]=[CH:46][CH:45]=[CH:44][CH:43]=2)[CH2:35][CH2:34]1>>[F:23][C:24]1[CH:29]=[C:28]([OH:30])[C:27]([F:32])=[CH:26][C:25]=1[N:33]1[CH2:38][CH2:37][N:36]([C:39](=[O:48])[CH2:40][CH2:41][C:42]2[CH:47]=[CH:46][CH:45]=[CH:44][CH:43]=2)[CH2:35][CH2:34]1. Procedure details: Production Example 2 was repeated except that 1-(4-methoxyphenyl)-4-phenethylpiperazine was replaced with 4-(2,5-difluoro-4-methoxyphenyl)-1-(3-phenylpropanoyl)piperazine (344 mg). The resulting crude product was purified on TLC (developer, chloroform: methanol=15:1) to provide 4-(2,5-difluoro-4-hydroxyphenyl)-1-(3-phenylpropanoyl)piperazine (247 mg). The reactants are O=C([O-])[O-], COC(=O)CBr, CC(Cc1ccc(Cl)c(Cl)c1)C(=O)NC1N=C(c2ccccc2)c2ccccc2NC1=O, [Cs+], [Cs+], CN(C)C=O. The product is COC(=O)CN1C(=O)C(NC(=O)C(C)Cc2ccc(Cl)c(Cl)c2)N=C(c2ccccc2)c2ccccc21. Reaction SMILES: [C:33](=[O:34])([O-:35])[O-:36].[CH3:39][O:40][C:41]([CH2:42][Br:43])=[O:44].[Cl:1][c:2]1[cH:3][c:4]([CH2:9][CH:10]([C:11](=[O:12])[NH:13][CH:14]2[C:15](=[O:31])[NH:16][c:17]3[c:18]([cH:27][cH:28][cH:29][cH:30]3)[C:19]([c:21]3[cH:22][cH:23][cH:24][cH:25][cH:26]3)=[N:20]2)[CH3:32])[cH:5][cH:6][c:7]1[Cl:8].[Cs+:37].[Cs+:38].[O:45]=[CH:46][N:47]([CH3:48])[CH3:49]>>[Cl:1][c:2]1[cH:3][c:4]([CH2:9][CH:10]([C:11](=[O:12])[NH:13][CH:14]2[C:15](=[O:31])[N:16]([CH2:42][C:41]([O:40][CH3:39])=[O:44])[c:17]3[c:18]([cH:27][cH:28][cH:29][cH:30]3)[C:19]([c:21]3[cH:22][cH:23][cH:24][cH:25][cH:26]3)=[N:20]2)[CH3:32])[cH:5][cH:6][c:7]1[Cl:8].